This data is from the Open Reaction Database (ORD), a public repository of structured organic reaction records. The task is: describe an organic reaction: reactants, conditions, products, and yield Reactants: CCOC(C)=O, O=S(=O)(Cl)c1ccc(Cl)cc1, Nc1ccc(-c2ccncc2)cc1[N+](=O)[O-], c1ccncc1. Product: O=[N+]([O-])c1cc(-c2ccncc2)ccc1NS(=O)(=O)c1ccc(Cl)cc1. As a reaction SMILES: [CH3:34][CH2:35][O:36][C:37](=[O:38])[CH3:39].[Cl:17][c:18]1[cH:19][cH:20][c:21]([S:24](=[O:25])(=[O:26])[Cl:27])[cH:22][cH:23]1.[N+:1](=[O:2])([O-:3])[c:4]1[c:5]([NH2:16])[cH:6][cH:7][c:8](-[c:10]2[cH:11][cH:12][n:13][cH:14][cH:15]2)[cH:9]1.[cH:28]1[cH:29][cH:30][n:31][cH:32][cH:33]1>>[N+:1](=[O:2])([O-:3])[c:4]1[c:5]([NH:16][S:24]([c:21]2[cH:20][cH:19][c:18]([Cl:17])[cH:23][cH:22]2)(=[O:25])=[O:26])[cH:6][cH:7][c:8](-[c:10]2[cH:11][cH:12][n:13][cH:14][cH:15]2)[cH:9]1. Reactants: CC(=O)[O-], CCCCCCCCCCc1ccc[nH]1, CN(C)C=O, ClCCCl, Cl, [Na+], O, O, O, O, O=P(Cl)(Cl)Cl. Product: CCCCCCCCCCc1ccc(C=O)[nH]1. Reaction SMILES: [C:30]([O-:31])(=[O:32])[CH3:33].[CH2:11]([CH2:12][CH2:13][CH2:14][CH2:15][CH2:16][CH2:17][CH2:18][CH2:19][CH3:20])[c:21]1[nH:22][cH:23][cH:24][cH:25]1.[CH3:1][N:2]([CH:3]=[O:4])[CH3:5].[Cl:35][CH2:36][CH2:37][Cl:38].[ClH:26].[Na+:34].[OH2:27].[OH2:28].[OH2:29].[OH2:39].[P:6]([Cl:7])([Cl:8])([Cl:9])=[O:10]>>[CH:3](=[O:4])[c:23]1[nH:22][c:21]([CH2:11][CH2:12][CH2:13][CH2:14][CH2:15][CH2:16][CH2:17][CH2:18][CH2:19][CH3:20])[cH:25][cH:24]1. Reactants: O=C1CCC(=O)N1Br, CCOc1cccc(F)c1OCC, CCCCCC, CC#N. Product: CCOc1ccc(Br)c(F)c1OCC. As a reaction SMILES: [Br:1][N:2]1[C:3](=[O:4])[CH2:5][CH2:6][C:7]1=[O:8].[CH2:9]([CH3:10])[O:11][c:12]1[c:13]([O:19][CH2:20][CH3:21])[c:14]([F:18])[cH:15][cH:16][cH:17]1.[CH3:22][CH2:23][CH2:24][CH2:25][CH2:26][CH3:27].[CH3:28][C:29]#[N:30]>>[Br:1][c:15]1[c:14]([F:18])[c:13]([O:19][CH2:20][CH3:21])[c:12]([O:11][CH2:9][CH3:10])[cH:17][cH:16]1. Run at time 50 minute. Reaction SMILES: C(OC([NH:8][C@H:9]([CH2:16][C:17]1[C:25]2[C:20](=[CH:21][CH:22]=[CH:23][CH:24]=2)[NH:19][CH:18]=1)[CH2:10][NH:11][C:12](=[O:15])[CH2:13][Br:14])=O)(C)(C)C.Cl>C(OCC)(=O)C>[Br:14][CH2:13][C:12]([NH:11][CH2:10][C@@H:9]([CH2:16][C:17]1[C:25]2[C:20](=[CH:21][CH:22]=[CH:23][CH:24]=2)[NH:19][CH:18]=1)[NH2:8])=[O:15]. Isolated yield 42.7%. The reactants are ice, C(C)(C)(C)OC(=O)N[C@@H](CNC(CBr)=O)CC1=CNC2=CC=CC=C12 ((1R)-N1 -(tert-butoxycarbonyl)-N2 -(bromoacetyl)-1-(1H-indol-3-ylmethyl)-1,2-ethanediamine), Cl (hydrogen chloride). Yields the product BrCC(=O)NC[C@H](N)CC1=CNC2=CC=CC=C12 ((1R)-N2 -(bromoacetyl)-1-(1H-indol-3-ylmethyl)-1,2-ethanediamine). Reported procedure: To an ice-cooled solution of (1R)-N1 -(tert-butoxycarbonyl)-N2 -(bromoacetyl)-1-(1H-indol-3-ylmethyl)-1,2-ethanediamine (9.32 g) in ethyl acetate (90 ml) was added 4N hydrogen chloride in ethyl acetate solution (90 ml). The mixture was stirred at the same temperature for 50 minutes and then evaporated under reduced pressure. Dichloromethane and aqueous saturated sodium bicarbonate solution were added to the residue. The organic layer was separated. The aqueous layer was extracted six times with ... The solvent is C(C)(=O)OCC (ethyl acetate), C(C)(=O)OCC (ethyl acetate). The reactants are O=C([O-])[O-], Cc1nc2c([N+](=O)[O-])cc(N3CCOCC3)cc2n1Cc1cccc2ccccc12, CO, [Na+], [Na+]. Yields the product Cc1nc2c(N)cc(N3CCOCC3)cc2n1Cc1cccc2ccccc12. RXN SMILES: [C:31](=[O:32])([O-:33])[O-:34].[CH3:1][c:2]1[n:3]([CH2:20][c:21]2[cH:22][cH:23][cH:24][c:25]3[cH:26][cH:27][cH:28][cH:29][c:30]23)[c:4]2[c:5]([n:6]1)[c:7]([N+:17]([O-:18])=[O:19])[cH:8][c:9]([N:11]1[CH2:12][CH2:13][O:14][CH2:15][CH2:16]1)[cH:10]2.[CH3:37][OH:38].[Na+:35].[Na+:36]>>[CH3:1][c:2]1[n:3]([CH2:20][c:21]2[cH:22][cH:23][cH:24][c:25]3[cH:26][cH:27][cH:28][cH:29][c:30]23)[c:4]2[c:5]([n:6]1)[c:7]([NH2:17])[cH:8][c:9]([N:11]1[CH2:12][CH2:13][O:14][CH2:15][CH2:16]1)[cH:10]2.